This data is from the Open Reaction Database (ORD), a public repository of structured organic reaction records. The task is: describe an organic reaction: reactants, conditions, products, and yield Starting materials: C(C)(CC)C1CCC2(OCC(O2)CCl)CC1 (8-s-butyl-2-chloromethyl-1,4dioxaspiro [4,5] decane), C[C@@H]1CNC[C@@H](C1)C (cis-3,5-dimethylpiperidine). Solvent: C(C)(=O)OCC (ethyl acetate). Product: C(C)(CC)C1CCC2(OCC(O2)CN2CC(CC(C2)C)C)CC1 (8-s-butyl-2-(3,5-dimethylpiperidin-1-ylmethyl) -1,4-dioxaspiro[4,5] decane). Isolated yield 75.1%. Reaction SMILES: [CH:1]([CH:5]1[CH2:16][CH2:15][C:8]2([O:12][CH:11]([CH2:13]Cl)[CH2:10][O:9]2)[CH2:7][CH2:6]1)([CH2:3][CH3:4])[CH3:2].[CH3:17][C@H:18]1[CH2:23][C@@H:22]([CH3:24])[CH2:21][NH:20][CH2:19]1>C(OCC)(=O)C>[CH:1]([CH:5]1[CH2:16][CH2:15][C:8]2([O:12][CH:11]([CH2:13][N:20]3[CH2:21][CH:22]([CH3:24])[CH2:23][CH:18]([CH3:17])[CH2:19]3)[CH2:10][O:9]2)[CH2:7][CH2:6]1)([CH2:3][CH3:4])[CH3:2]. Procedure: 24.7 g (0.1 mol) of 8-s-butyl-2-chloromethyl-1,4dioxaspiro [4,5] decane and 45.2 g (0.4 mol) of cis-3,5-dimethylpiperidine are stirred at 140° C. for 16 hours and cooled, 200 ml of ethyl acetate are added, the mixture is washed three times with 200 ml of water each time, dried over sodium sulphate and concentrated in vacuo and the residue is purified by chromatography (silica gel; mobile phase: ethyl acetate). 24.3 g (75% of theory) of 8-s-butyl-2-(3,5-dimethylpiperidin-1-ylmethyl) -1,4-dioxaspi... The reactants are [N+](=O)([O-])[O-].[K+] (KNO3), C1(NCCC2=CC=CC=C12)=O (3,4-dihydro-2H-isoquinolin-1-one), C(C)OC(C)=O (ethylacetate). The solvent is CCCCCC (hexane), OS(=O)(=O)O (H2SO4). Conditions: time 3 hour. The product is [N+](=O)([O-])C1=CC=C2CCNC(C2=C1)=O (7-Nitro-3,4-dihydro-2H-isoquinolin-1-one). Yield: 61.2%. As a reaction SMILES: [N+:1]([O-:4])([O-])=[O:2].[K+].[C:6]1(=[O:16])[C:15]2[C:10](=[CH:11][CH:12]=[CH:13][CH:14]=2)[CH2:9][CH2:8][NH:7]1.C(OC(=O)C)C>OS(O)(=O)=O.CCCCCC>[N+:1]([C:13]1[CH:14]=[C:15]2[C:10]([CH2:9][CH2:8][NH:7][C:6]2=[O:16])=[CH:11][CH:12]=1)([O-:4])=[O:2] |f:0.1|. Procedure details: KNO3 (348 mg, 3.7414 mmol) was added to a solution of 3,4-dihydro-2H-isoquinolin-1-one (I-23b: 500 mg, 3.4013 mmol) in concentrated H2SO4 (10.2 mL) at 0° C. and the resulting mixture was stirred at room temperature for 3 hours. The reaction was monitored by TLC (80% ethylacetate in hexane). The reaction mixture was quenched in chilled water and extracted with ethylacetate. The organic layer was washed with brine solution, dried over Na2SO4 and concentrated. The concentrate was crystallized from ...